From a dataset of the Open Reaction Database (ORD), a public repository of structured organic reaction records. describe an organic reaction: reactants, conditions, products, and yield The reactants are Cn1c(S(C)(=O)=O)nc2cccnc21, CO, O=c1n(-c2ccc(O)cc2)c2ncccc2n1C(F)F, [H-], [Na+], CN(C)C=O. Yields the product Cn1c(Oc2ccc(-n3c(=O)n(C(F)F)c4cccnc43)cc2)nc2cccnc21. Reaction SMILES: [CH3:1][n:2]1[c:3]([S:11]([CH3:12])(=[O:13])=[O:14])[n:4][c:5]2[c:6]1[n:7][cH:8][cH:9][cH:10]2.[CH3:42][OH:43].[F:15][CH:16]([n:17]1[c:18](=[O:33])[n:19](-[c:26]2[cH:27][cH:28][c:29]([OH:32])[cH:30][cH:31]2)[c:20]2[n:21][cH:22][cH:23][cH:24][c:25]12)[F:34].[H-:36].[Na+:35].[O:37]=[CH:38][N:39]([CH3:40])[CH3:41]>>[CH3:1][n:2]1[c:3]([O:32][c:29]2[cH:28][cH:27][c:26](-[n:19]3[c:18](=[O:33])[n:17]([CH:16]([F:15])[F:34])[c:25]4[c:20]3[n:21][cH:22][cH:23][cH:24]4)[cH:31][cH:30]2)[n:4][c:5]2[c:6]1[n:7][cH:8][cH:9][cH:10]2.